This data is from the Open Reaction Database (ORD), a public repository of structured organic reaction records. The task is: describe an organic reaction: reactants, conditions, products, and yield Reactants: phenyl ester, ClC(=O)OC1=CC=C(C=C1)Cl (4-chlorophenyl chloroformate), CN1C=NC=C1 (1-methylimidazole), CN1C(NCC1)=C[N+](=O)[O-] (1-methyl-2-(nitromethylene)imidazolidine). Yields the product ClC1=CC=C(C=C1)OC(=O)N1C(N(CC1)C)=C(C(=O)OC1=CC=C(C=C1)Cl)[N+](=O)[O-] (2-(2-(4-chlorophenoxy)-1-nitro-2-oxoethylidene)-3-methyl-1-imidazolidinecarboxylic acid 4-chlorophenyl ester). RXN SMILES: Cl[C:2]([O:4][C:5]1[CH:10]=[CH:9][C:8]([Cl:11])=[CH:7][CH:6]=1)=[O:3].CN1[CH:17]=[CH:16]N=C1.[CH3:18][N:19]1[CH2:23][CH2:22][NH:21][C:20]1=[CH:24][N+:25]([O-:27])=[O:26]>>[Cl:11][C:8]1[CH:9]=[CH:10][C:5]([O:4][C:2]([N:21]2[CH2:22][CH2:23][N:19]([CH3:18])[C:20]2=[C:24]([N+:25]([O-:27])=[O:26])[C:2]([O:4][C:17]2[CH:16]=[CH:9][C:8]([Cl:11])=[CH:7][CH:6]=2)=[O:3])=[O:3])=[CH:6][CH:7]=1. Procedure details: 2-(2-(4-chlorophenoxy)-1-nitro-2-oxoethylidene)-3-methyl-1-imidazolidinecarboxylic acid 4-chlorophenyl ester (2A) was prepared as a white solid, m.p.: 197°-200° (with decomposition ) from 4-chlorophenyl chloroformate, 1-methylimidazole and 1-methyl-2-(nitromethylene)imidazolidine in a manner analogous to that described for preparation of the phenyl ester in Example 1. The reactants are O=C([O-])[O-], [Cs+], [Cs+], CS(=O)(=O)OCC1CCCO1, CN(C)C=O, O=C1OCCc2cc(O)ccc21. Yields the product O=C1OCCc2cc(OCC3CCCO3)ccc21. As a reaction SMILES: [C:24](=[O:25])([O-:26])[O-:27].[Cs+:28].[Cs+:29].[O:13]1[CH:14]([CH2:18][O:19][S:20]([CH3:21])(=[O:22])=[O:23])[CH2:15][CH2:16][CH2:17]1.[O:30]=[CH:31][N:32]([CH3:33])[CH3:34].[OH:1][c:2]1[cH:3][c:4]2[c:9]([cH:10][cH:11]1)[C:8](=[O:12])[O:7][CH2:6][CH2:5]2>>[O:1]([c:2]1[cH:3][c:4]2[c:9]([cH:10][cH:11]1)[C:8](=[O:12])[O:7][CH2:6][CH2:5]2)[CH2:18][CH:14]1[O:13][CH2:17][CH2:16][CH2:15]1. Starting materials: compound, ClC1=NC=NC2=CC=C(C=C12)I (4-chloro-6-iodoquinazoline), ClC=1C(=NC=CC1)S (3-chloro-2-mercapto-pyridine), NC1=NN(C=C1)C (3-amino-1-methylpyrazole). The product is ClC=1C(=NC=CC1)SC=1C=C2C(=NC=NC2=CC1)NC1=NN(C=C1)C (6-(3-Chloropyridin-2-ylsulfanyl)-(1-methylpyrazol-3-yl)quinazolin-4-yl-amine). As a reaction SMILES: [Cl:1][C:2]1[C:3]([SH:8])=[N:4][CH:5]=[CH:6][CH:7]=1.[NH2:9][C:10]1[CH:14]=[CH:13][N:12]([CH3:15])[N:11]=1.Cl[C:17]1[C:26]2[C:21](=[CH:22][CH:23]=[C:24](I)[CH:25]=2)[N:20]=[CH:19][N:18]=1>>[Cl:1][C:2]1[C:3]([S:8][C:24]2[CH:25]=[C:26]3[C:21](=[CH:22][CH:23]=2)[N:20]=[CH:19][N:18]=[C:17]3[NH:9][C:10]2[CH:14]=[CH:13][N:12]([CH3:15])[N:11]=2)=[N:4][CH:5]=[CH:6][CH:7]=1. Procedure details: The compound of Example 74 was manufactured by the same method as in Example 1, by a similar method thereto or by a combination of such a method with a conventional method using 3-chloro-2-mercapto-pyridine, 3-amino-1-methylpyrazole and 4-chloro-6-iodoquinazoline. The reactants are COC(=O)CCCCC(=O)[O-], CO, O. Yields the product O=C(O)CCCCC(=O)O. As a reaction SMILES: [C:1]([CH2:2][CH2:3][CH2:4][CH2:5][C:6](=[O:7])[O-:8])(=[O:9])[O:10][CH3:11].[CH3:12][OH:13].[OH2:14]>>[C:1]([CH2:2][CH2:3][CH2:4][CH2:5][C:6](=[O:7])[OH:8])(=[O:9])[OH:10].